This data is from the Open Reaction Database (ORD), a public repository of structured organic reaction records. The task is: describe an organic reaction: reactants, conditions, products, and yield Starting materials: O=C1NC(=O)c2ccccc21, CN(C)C=O, O=[N+]([O-])c1ccc(F)cc1CBr, [K], O. Yields the product O=C1c2ccccc2C(=O)N1Cc1cc(F)ccc1[N+](=O)[O-]. As a reaction SMILES: [C:13]1(=[O:23])[c:14]2[c:15]([cH:19][cH:20][cH:21][cH:22]2)[C:16](=[O:18])[NH:17]1.[CH3:25][N:26]([CH3:27])[CH:28]=[O:29].[F:1][c:2]1[cH:3][cH:4][c:5]([N+:10](=[O:11])[O-:12])[c:6]([CH2:7][Br:8])[cH:9]1.[K:24].[OH2:30]>>[F:1][c:2]1[cH:3][cH:4][c:5]([N+:10](=[O:11])[O-:12])[c:6]([CH2:7][N:17]2[C:13](=[O:23])[c:14]3[c:15]([cH:19][cH:20][cH:21][cH:22]3)[C:16]2=[O:18])[cH:9]1. Reactants: C([O-])(O)=O.[Na+] (sodium bicarbonate), C(CCC)OC(=O)C=1N=C(C2=CC=C(C=C2C1O)OC1=CC2=C(N=C(S2)N2CCOCC2)C=C1)O (1,4-dihydroxy-6-(2-morpholin-4-yl-benzothiazol-6-yloxy)-isoquinoline-3-carboxylic acid butyl ester), C(CCC)OC(=O)C=1N=C(C2=CC(=CC=C2C1O)OC1=CC2=C(N=C(S2)N2CCOCC2)C=C1)O (1,4-dihydroxy-7-(2-morpholin-4-yl-benzothiazol-6-yloxy)-isoquinoline-3-carboxylic acid butyl ester), P(=O)(Cl)(Cl)Cl (phosphorus oxychloride). Solvent: ClC(C)Cl (dichloroethane). Run at temperature 120 celsius. Product: C(CCC)OC(=O)C=1N=C(C2=CC=C(C=C2C1O)OC1=CC2=C(N=C(S2)N2CCOCC2)C=C1)Cl (1-Chloro-4-hydroxy-6-(2-morpholin-4-yl-benzothiazol-6-yloxy)-isoquinoline-3-carboxylic acid butyl ester). As a reaction SMILES: [CH2:1]([O:5][C:6]([C:8]1[N:9]=[C:10](O)[C:11]2[C:16]([C:17]=1[OH:18])=[CH:15][C:14]([O:19][C:20]1[CH:34]=[CH:33][C:23]3[N:24]=[C:25]([N:27]4[CH2:32][CH2:31][O:30][CH2:29][CH2:28]4)[S:26][C:22]=3[CH:21]=1)=[CH:13][CH:12]=2)=[O:7])[CH2:2][CH2:3][CH3:4].C(OC(C1N=C(O)C2C(C=1O)=CC=C(OC1C=CC3N=C(N4CCOCC4)SC=3C=1)C=2)=O)CCC.P(Cl)(Cl)([Cl:73])=O.C(=O)(O)[O-].[Na+]>ClC(Cl)C>[CH2:1]([O:5][C:6]([C:8]1[N:9]=[C:10]([Cl:73])[C:11]2[C:16]([C:17]=1[OH:18])=[CH:15][C:14]([O:19][C:20]1[CH:34]=[CH:33][C:23]3[N:24]=[C:25]([N:27]4[CH2:32][CH2:31][O:30][CH2:29][CH2:28]4)[S:26][C:22]=3[CH:21]=1)=[CH:13][CH:12]=2)=[O:7])[CH2:2][CH2:3][CH3:4] |f:3.4|. Reported procedure: A solution of the regioisomeric mixture of 1,4-dihydroxy-6-(2-morpholin-4-yl-benzothiazol-6-yloxy)-isoquinoline-3-carboxylic acid butyl ester and 1,4-dihydroxy-7-(2-morpholin-4-yl-benzothiazol-6-yloxy)-isoquinoline-3-carboxylic acid butyl ester synthesized as described above (1.51 g, 3.04 mmol), and phosphorus oxychloride (417 μL, 4.56 mmol) in dichloroethane (23 mL) was stirred at 120° C. in a CEM microwave apparatus for thirty minutes. The mixture was then stirred at ambient temperature with s...